Dataset: the Open Reaction Database (ORD), a public repository of structured organic reaction records. Task: describe an organic reaction: reactants, conditions, products, and yield The reactants are ClCCCC(C(=O)NNC(=O)OC(C)(C)C)(OC)C1=CC=C(C=C1)F (tert-Butyl N′-[5-chloro-2-(4-fluorophenyl)-2-methoxypentanoyl]hydrazinecarboxylate). Solvent: Cl (hydrogen chloride), O1CCOCC1 (dioxane). Run at time 70 minute. Product: Cl.ClCCCC(C(=O)NN)(OC)C1=CC=C(C=C1)F (5-chloro-2-(4-fluorophenyl)-2-methoxyvaleric acid hydrazide monohydrochloride). Isolated yield 216.8%. As a reaction SMILES: [Cl:1][CH2:2][CH2:3][CH2:4][C:5]([C:19]1[CH:24]=[CH:23][C:22]([F:25])=[CH:21][CH:20]=1)([O:17][CH3:18])[C:6]([NH:8][NH:9]C(OC(C)(C)C)=O)=[O:7]>Cl.O1CCOCC1>[ClH:1].[Cl:1][CH2:2][CH2:3][CH2:4][C:5]([C:19]1[CH:24]=[CH:23][C:22]([F:25])=[CH:21][CH:20]=1)([O:17][CH3:18])[C:6]([NH:8][NH2:9])=[O:7] |f:3.4|. Procedure details: tert-Butyl N′-[5-chloro-2-(4-fluorophenyl)-2-methoxypentanoyl]hydrazinecarboxylate (90 mg) was dissolved in a solution of 4 N hydrogen chloride in dioxane (1 mL), and the reaction solution was stirred at room temperature for 70 minutes. The reaction solution was concentrated under reduced pressure to obtain 81 mg of the title compound. The property value of the compound is as follows.